This data is from the Open Reaction Database (ORD), a public repository of structured organic reaction records. The task is: describe an organic reaction: reactants, conditions, products, and yield The reactants are FC=1C=C(C=C2CCC(N(C12)C)=O)B1OC(C(O1)(C)C)(C)C (8-fluoro-1-methyl-6-(4,4,5,5-tetramethyl-[1,3,2]dioxaborolan-2-yl)-3,4-dihydro-1H-quinolin-2-one), BrC=1C=C(C=NC1)CNS(=O)(=O)CC (ethanesulfonic acid (5-bromo-pyridin-3-ylmethyl)-amide), C([O-])([O-])=O.[Na+].[Na+] (sodium carbonate). Reagents/catalysts: Cl[Pd]([P](C1=CC=CC=C1)(C2=CC=CC=C2)C3=CC=CC=C3)([P](C4=CC=CC=C4)(C5=CC=CC=C5)C6=CC=CC=C6)Cl (bis(triphenylphosphine)-palladium(II) chloride). The solvent is CN(C)C=O (DMF). Run at temperature 120 celsius. Product: FC=1C=C(C=C2C=CC(N(C12)C)=O)C=1C=C(C=NC1)CNS(=O)(=O)CC (Ethanesulfonic acid [5-(8-fluoro-1-methyl-2-oxo-1,2-dihydro-quinolin-6-yl)-pyridin-3-ylmethyl]-amide). Isolated yield 10.1%. RXN SMILES: [F:1][C:2]1[CH:3]=[C:4](B2OC(C)(C)C(C)(C)O2)[CH:5]=[C:6]2[C:11]=1[N:10]([CH3:12])[C:9](=[O:13])[CH2:8][CH2:7]2.Br[C:24]1[CH:25]=[C:26]([CH2:30][NH:31][S:32]([CH2:35][CH3:36])(=[O:34])=[O:33])[CH:27]=[N:28][CH:29]=1.C(=O)([O-])[O-].[Na+].[Na+]>CN(C=O)C.Cl[Pd](Cl)([P](C1C=CC=CC=1)(C1C=CC=CC=1)C1C=CC=CC=1)[P](C1C=CC=CC=1)(C1C=CC=CC=1)C1C=CC=CC=1>[F:1][C:2]1[CH:3]=[C:4]([C:24]2[CH:25]=[C:26]([CH2:30][NH:31][S:32]([CH2:35][CH3:36])(=[O:33])=[O:34])[CH:27]=[N:28][CH:29]=2)[CH:5]=[C:6]2[C:11]=1[N:10]([CH3:12])[C:9](=[O:13])[CH:8]=[CH:7]2 |f:2.3.4,^1:50,69|. Reported procedure: A mixture of 8-fluoro-1-methyl-6-(4,4,5,5-tetramethyl-[1,3,2]dioxaborolan-2-yl)-3,4-dihydro-1H-quinolin-2-one (example 208 [E], 20 mg, 0.066 mmol), ethanesulfonic acid (5-bromo-pyridin-3-ylmethyl)-amide (intermediate A-11, 27.4 mg, 0.098 mmol), bis(triphenylphosphine)-palladium(II) chloride (4.6 mg, 0.0066 mmol), and aq. sodium carbonate solution (2 N, 0.07 mL) in DMF (1 mL) was heated in a microwave at 120° C. for 30 minutes. After dilution of the reaction mixture with EtOAc, the organic layer ...